From a dataset of the Open Reaction Database (ORD), a public repository of structured organic reaction records. describe an organic reaction: reactants, conditions, products, and yield The reactants are BrB(Br)Br, COc1cccc2c1C(CCC(=O)N1C(C)CCC1C)(c1ccc(Cl)cc1)n1ccnc1-2, ClCCl. The product is CC1CCC(C)N1C(=O)CCC1(c2ccc(Cl)cc2)c2c(O)cccc2-c2nccn21. As a reaction SMILES: [B:33]([Br:34])([Br:35])[Br:36].[Cl:1][c:2]1[cH:3][cH:4][c:5]([C:8]2([CH2:22][CH2:23][C:24](=[O:25])[N:26]3[CH:27]([CH3:32])[CH2:28][CH2:29][CH:30]3[CH3:31])[n:9]3[c:10]([n:19][cH:20][cH:21]3)-[c:11]3[cH:12][cH:13][cH:14][c:15]([O:17][CH3:18])[c:16]32)[cH:6][cH:7]1.[Cl:37][CH2:38][Cl:39]>>[Cl:1][c:2]1[cH:3][cH:4][c:5]([C:8]2([CH2:22][CH2:23][C:24](=[O:25])[N:26]3[CH:27]([CH3:32])[CH2:28][CH2:29][CH:30]3[CH3:31])[n:9]3[c:10]([n:19][cH:20][cH:21]3)-[c:11]3[cH:12][cH:13][cH:14][c:15]([OH:17])[c:16]32)[cH:6][cH:7]1.